Dataset: the Open Reaction Database (ORD), a public repository of structured organic reaction records. Task: describe an organic reaction: reactants, conditions, products, and yield Starting materials: S(O)(O)(=O)=O (sulfuric acid), CC(CC(=O)OC)C1C(CC(C(C1)=O)C(CC(=O)OC)C)=O (2,5-Bis[1-methyl-2-(methoxycarbonyl)ethyl]-cyclohexane-1,4-dione). Product: CC(CC(=O)O)C1C(CC(C(C1)=O)C(CC(=O)O)C)=O (2,5-Bis(1-methyl-2-carboxyethyl)-cyclohexane-1,4-dione). Yield: 87.9%. RXN SMILES: S(=O)(=O)(O)O.[CH3:6][CH:7]([CH:13]1[CH2:18][C:17](=[O:19])[CH:16]([CH:20]([CH3:26])[CH2:21][C:22]([O:24]C)=[O:23])[CH2:15][C:14]1=[O:27])[CH2:8][C:9]([O:11]C)=[O:10]>>[CH3:26][CH:20]([CH:16]1[CH2:15][C:14](=[O:27])[CH:13]([CH:7]([CH3:6])[CH2:8][C:9]([OH:11])=[O:10])[CH2:18][C:17]1=[O:19])[CH2:21][C:22]([OH:24])=[O:23]. Procedure: In an aqueous medium in the presence of sulfuric acid as the catalyst, 3.0 g of the oil obtained in Example 4 was hydrolyzed under reflux for 8 hours. The procedure gave 2.4 g of crystals. Starting materials: ClC1=C(CN2CCNCC2)C=CC(=C1)Cl (1-(2,4-dichlorobenzyl)piperazine), O=C1N(CCCC1(C1=CC=CC=C1)C1=CC=CC=C1)CC(=O)O (2-(2-oxo-3,3-diphenylpiperidin-1-yl)acetic acid), Cl.C(C)N=C=NCCCN(C)C (N1-((ethylimino)methylene)-N3,N3-dimethylpropane-1,3-diamine hydrochloride). Solvent: ClC(C)Cl (dichloroethane). Run at temperature 85 celsius, time 8 hour. Yields the product ClC1=C(CN2CCN(CC2)C(CN2C(C(CCC2)(C2=CC=CC=C2)C2=CC=CC=C2)=O)=O)C=CC(=C1)Cl (1-{2-[4-(2,4-dichlorobenzyl)piperazin-1-yl]-2-oxoethyl}-3,3-diphenylpiperidin-2-one). As a reaction SMILES: [Cl:1][C:2]1[CH:14]=[C:13]([Cl:15])[CH:12]=[CH:11][C:3]=1[CH2:4][N:5]1[CH2:10][CH2:9][NH:8][CH2:7][CH2:6]1.[O:16]=[C:17]1[C:22]([C:29]2[CH:34]=[CH:33][CH:32]=[CH:31][CH:30]=2)([C:23]2[CH:28]=[CH:27][CH:26]=[CH:25][CH:24]=2)[CH2:21][CH2:20][CH2:19][N:18]1[CH2:35][C:36](O)=[O:37].Cl.C(N=C=NCCCN(C)C)C>ClC(Cl)C>[Cl:1][C:2]1[CH:14]=[C:13]([Cl:15])[CH:12]=[CH:11][C:3]=1[CH2:4][N:5]1[CH2:6][CH2:7][N:8]([C:36](=[O:37])[CH2:35][N:18]2[CH2:19][CH2:20][CH2:21][C:22]([C:29]3[CH:34]=[CH:33][CH:32]=[CH:31][CH:30]=3)([C:23]3[CH:28]=[CH:27][CH:26]=[CH:25][CH:24]=3)[C:17]2=[O:16])[CH2:9][CH2:10]1 |f:2.3|. Procedure: A solution of 1-(2,4-dichlorobenzyl)piperazine (0.415 g, 1.693 mmol), 2-(2-oxo-3,3-diphenylpiperidin-1-yl)acetic acid (0.498 g, 1.608 mmol; Example 68E) and N1-((ethylimino)methylene)-N3,N3-dimethylpropane-1,3-diamine hydrochloride (0.389 g, 2.031 mmol) were stirred together in dichloroethane (0.5 mL) at room temperature for 2 hours. The reaction was then heated to 85° C. and stirred overnight. The reaction was cooled, loaded onto a SF25-40 column (Analogix®) and the product eluted using a gradi...